From a dataset of the Open Reaction Database (ORD), a public repository of structured organic reaction records. describe an organic reaction: reactants, conditions, products, and yield The reactants are C(=O)(O)[O-].[Na+] (NaHCO3), ClC1(NC=C(C=C1)Br)C(=O)O (2-chloro-5-bromo picolinic acid), N1=CC=CC=C1 (pyridine), C1(=CC=C(C=C1)S(=O)(=O)Cl)C (p-toluenesulfonyl chloride). Run in C(C)(C)(C)O (t-butanol). Conditions: time 12 hour. Product: BrC=1C(=NC(=CC1)Cl)C(=O)OC(C)(C)C (tert-butyl 3-bromo-6-chloropicolinate). As a reaction SMILES: [Cl:1][C:2]1(C(O)=O)[CH:7]=[CH:6][C:5]([Br:8])=[CH:4][NH:3]1.N1C=CC=CC=1.[C:18]1([CH3:28])[CH:23]=CC(S(Cl)(=O)=O)=C[CH:19]=1.[C:29]([O-:32])(O)=[O:30].[Na+]>C(O)(C)(C)C>[Br:8][C:5]1[C:4]([C:29]([O:32][C:18]([CH3:28])([CH3:23])[CH3:19])=[O:30])=[N:3][C:2]([Cl:1])=[CH:7][CH:6]=1 |f:3.4|. Procedure details: To a solution of 2-chloro-5-bromo picolinic acid (4 g) and pyridine (9.2 mL) in t-butanol (33 mL) at 0° C. was added p-toluenesulfonyl chloride (7.7 g). The resulting mixture was stirred at room temperature for 12 hours. Saturated aqueous NaHCO3 solution was added, and the resulting mixture was extracted with ethyl acetate. The combined organic phase was washed with brine, dried over Na2SO4, filtered and concentrated to provide the title compound. The reactants are CCOC(=O)C (EtOAc), [OH-].[K+] (KOH), C(C)OC(C(C(=O)OCC)CC=1C(=NC(=CC1)NC(=O)OC(C)(C)C)C)=O (2-(6-tert-butoxycarbonylamino-2-methyl-pyridin-3-ylmethyl)-malonic acid diethyl ester). Run in CCO (EtOH), CCO.C(Cl)Cl (EtOH methylene chloride). Conditions: time 40 hour. The product is C(C)OC(C(C(=O)O)CC=1C(=NC(=CC1)NC(=O)OC(C)(C)C)C)=O (2-(6-tert-butoxycarbonylamino-2-methyl-pyridin-3-ylmethyl)-malonic acid monoethyl ester). The yield is 84.7%. As a reaction SMILES: [OH-].[K+].[CH2:3]([O:5][C:6](=[O:29])[CH:7]([CH2:13][C:14]1[C:15]([CH3:28])=[N:16][C:17]([NH:20][C:21]([O:23][C:24]([CH3:27])([CH3:26])[CH3:25])=[O:22])=[CH:18][CH:19]=1)[C:8]([O:10]CC)=[O:9])[CH3:4].CCOC(C)=O>CCO.CCO.C(Cl)Cl>[CH2:3]([O:5][C:6](=[O:29])[CH:7]([CH2:13][C:14]1[C:15]([CH3:28])=[N:16][C:17]([NH:20][C:21]([O:23][C:24]([CH3:26])([CH3:25])[CH3:27])=[O:22])=[CH:18][CH:19]=1)[C:8]([OH:10])=[O:9])[CH3:4] |f:0.1,5.6|. Procedure details: A solution of KOH (300 mg, 5.35 mmol) in EtOH (4 mL) was added to a solution of 2-(6-tert-butoxycarbonylamino-2-methyl-pyridin-3-ylmethyl)-malonic acid diethyl ester (1.85 g, 4.86 mmol) in EtOH/methylene chloride (2:1, 21 mL) at 0° C. The mixture was stirred for 40 h at room temperature and EtOAc was added. The mixture was washed with 0.5 M HCl and brine, dried and concentrated under reduced pressure to give crude 2-(6-tert-butoxycarbonylamino-2-methyl-pyridin-3-ylmethyl)-malonic acid monoethyl ...